This data is from the Open Reaction Database (ORD), a public repository of structured organic reaction records. The task is: describe an organic reaction: reactants, conditions, products, and yield Starting materials: FC1=C(C=CC(=C1F)[C@@H]1CC[C@H](CC1)CCC)O (2,3-difluoro-4-(trans-4-propylcyclohexyl)phenol), FC1=C(C(=O)O)C=CC(=C1F)OCC (2,3-difluoro-4-ethoxybenzoic acid), C(C)OCC (Diethyl ether). Reagents/catalysts: CN(C1=CC=NC=C1)C (4-dimethylaminopyridine). The solvent is C(Cl)Cl (methylene chloride), N,N-dicyclohexylcarbodiimide, C(Cl)Cl (methylene chloride). Conditions: time 1 hour. Product: C(C)OC1=C(C(=C(C(=O)OC2=C(C(=C(C=C2)[C@@H]2CC[C@H](CC2)CCC)F)F)C=C1)F)F (2,3-difluoro-4-(trans-4-propylcyclohexyl)phenyl 4-ethoxy-2,3-difluorobenzoate). The yield is 99.7%. As a reaction SMILES: [F:1][C:2]1[C:7]([F:8])=[C:6]([C@H:9]2[CH2:14][CH2:13][C@H:12]([CH2:15][CH2:16][CH3:17])[CH2:11][CH2:10]2)[CH:5]=[CH:4][C:3]=1[OH:18].C(OCC)C.[F:24][C:25]1[C:33]([F:34])=[C:32]([O:35][CH2:36][CH3:37])[CH:31]=[CH:30][C:26]=1[C:27](O)=[O:28]>C(Cl)Cl.CN(C)C1C=CN=CC=1>[CH2:36]([O:35][C:32]1[CH:31]=[CH:30][C:26]([C:27]([O:18][C:3]2[CH:4]=[CH:5][C:6]([C@H:9]3[CH2:10][CH2:11][C@H:12]([CH2:15][CH2:16][CH3:17])[CH2:13][CH2:14]3)=[C:7]([F:8])[C:2]=2[F:1])=[O:28])=[C:25]([F:24])[C:33]=1[F:34])[CH3:37]. Reported procedure: In a 500 mL three-neck flask, 3.20 g of 2,3-difluoro-4-ethoxybenzoic acid (a) and 3.84 g of 2,3-difluoro-4-(trans-4-propylcyclohexyl)phenol (1) were dissolved in 230 mL of methylene chloride. 0.70 g of 4-dimethylaminopyridine was added thereto and stirred at room temperature for 1 hour. A solution in which 3.54 g of N,N-dicyclohexylcarbodiimide was dissolved in 90 mL of methylene chloride was added thereto and stirred overnight. Diethyl ether was added and urea precipitated was filtered off. Sat... The reactants are CCOC(=O)c1cc(COCC(C)(Cc2ccccc2)NC(=O)OC(C)(C)C)cc(C2(C#N)CCCC2)c1, C1CCOC1, [Li+], [OH-], O, O. Yields the product CC(COCc1cc(C(=O)O)cc(C2(C#N)CCCC2)c1)(Cc1ccccc1)NC(=O)OC(C)(C)C. Reaction SMILES: [C:1]([CH3:2])([CH3:3])([CH3:4])[O:5][C:6](=[O:7])[NH:8][C:9]([CH2:10][O:11][CH2:12][c:13]1[cH:14][c:15]([C:16](=[O:17])[O:18][CH2:19][CH3:20])[cH:21][c:22]([C:24]2([C:29]#[N:30])[CH2:25][CH2:26][CH2:27][CH2:28]2)[cH:23]1)([CH2:31][c:32]1[cH:33][cH:34][cH:35][cH:36][cH:37]1)[CH3:38].[CH2:42]1[O:43][CH2:44][CH2:45][CH2:46]1.[Li+:40].[OH-:39].[OH2:41].[OH2:47]>>[C:1]([CH3:2])([CH3:3])([CH3:4])[O:5][C:6](=[O:7])[NH:8][C:9]([CH2:10][O:11][CH2:12][c:13]1[cH:14][c:15]([C:16](=[O:17])[OH:18])[cH:21][c:22]([C:24]2([C:29]#[N:30])[CH2:25][CH2:26][CH2:27][CH2:28]2)[cH:23]1)([CH2:31][c:32]1[cH:33][cH:34][cH:35][cH:36][cH:37]1)[CH3:38]. Starting materials: ClC=1C=CC2=C(C=3SC(=CC3CCO2)C=2N(N=CN2)C2=C(C=C(C=C2)F)F)N1 (9-Chloro-2-[2-(2,4-difluoro-phenyl)-2H-[1,2,4]triazol-3-yl]-4,5-dihydro-6-oxa-1-thia-10-aza-benzo[e]azulene), N1(CCNCC1)C(=O)OC(C)(C)C (tert-butyl piperazine-1-carboxylate), Pd(OAc), CC(C)C1=CC(=C(C(=C1)C(C)C)C2=C(C=CC=C2)P(C3CCCCC3)C4CCCCC4)C(C)C (Xphos), C(C)(C)(C)O[Na] (t-BuONa). The solvent is O1CCOCC1 (dioxane). Run at temperature 112 celsius. The product is C(C)(C)(C)OC(=O)N1CCN(CC1)C=1C=CC2=C(C=3SC(=CC3CCO2)C=2N(N=CN2)C2=C(C=C(C=C2)F)F)N1 (4-{2-[2-(2,4-Difluoro-phenyl)-2H-[1,2,4]triazol-3-yl]-4,5-dihydro-6-oxa-1-thia-10-aza-benzo[e]azulen-9-yl}-piperazine-1-carboxylic acid tert-butyl ester). The yield is 54.0%. Reaction SMILES: Cl[C:2]1[CH:3]=[CH:4][C:5]2[O:14][CH2:13][CH2:12][C:11]3[CH:10]=[C:9]([C:15]4[N:16]([C:20]5[CH:25]=[CH:24][C:23]([F:26])=[CH:22][C:21]=5[F:27])[N:17]=[CH:18][N:19]=4)[S:8][C:7]=3[C:6]=2[N:28]=1.[N:29]1([C:35]([O:37][C:38]([CH3:41])([CH3:40])[CH3:39])=[O:36])[CH2:34][CH2:33][NH:32][CH2:31][CH2:30]1.CC(C1C=C(C(C)C)C(C2C=CC=CC=2P(C2CCCCC2)C2CCCCC2)=C(C(C)C)C=1)C.C(O[Na])(C)(C)C>O1CCOCC1>[C:38]([O:37][C:35]([N:29]1[CH2:34][CH2:33][N:32]([C:2]2[CH:3]=[CH:4][C:5]3[O:14][CH2:13][CH2:12][C:11]4[CH:10]=[C:9]([C:15]5[N:16]([C:20]6[CH:25]=[CH:24][C:23]([F:26])=[CH:22][C:21]=6[F:27])[N:17]=[CH:18][N:19]=5)[S:8][C:7]=4[C:6]=3[N:28]=2)[CH2:31][CH2:30]1)=[O:36])([CH3:41])([CH3:39])[CH3:40]. Procedure: 9-Chloro-2-[2-(2,4-difluoro-phenyl)-2H-[1,2,4]triazol-3-yl]-4,5-dihydro-6-oxa-1-thia-10-aza-benzo[e]azulene (208 mg×4, 2.0 mmol), tert-butyl piperazine-1-carboxylate (445 mg, 2.4 mmol), Pd(OAc) (45 mg, 0.20 mmol), Xphos (95 mg, 2.0 mmol), t-BuONa (460 mg, 4.0 mmol) and dioxane (4 mL) were added in a 10 mL of sealed tube, and the mixture was heated by microwave at 112° C. for 7 min under N2. The reaction mixture was filtered to gather the solution and water was added. The mixture was extracted by... Reactants: C(=O)([O-])[O-].[K+].[K+] (K2CO3), C(C#CCC)(=O)OCC (Ethyl 2-pentynoate), IC1=CC=C(C=C1)OCOC (1-iodo-4-(methoxymethoxy)benzene), C1(=CC=CC=C1)B(O)O (Phenylboronic acid). The reagents and catalysts are C1=CC=C(C=C1)C#N.C1=CC=C(C=C1)C#N.Cl[Pd]Cl (PdCl2(PhCN)2). Run in O (H2O), CN(C)C=O (DMF). Reaction conditions: time 10 minute. Product: COCOC1=CC=C(C=C1)/C(/C(=O)OCC)=C(/CC)\C1=CC=CC=C1 ((E)-Ethyl 2-(4-(methoxymethoxy)phenyl)-3-phenylpent-2-enoate). Yield: 29.0%. As a reaction SMILES: [C:1]([O:7][CH2:8][CH3:9])(=[O:6])[C:2]#[C:3][CH2:4][CH3:5].I[C:11]1[CH:16]=[CH:15][C:14]([O:17][CH2:18][O:19][CH3:20])=[CH:13][CH:12]=1.[C:21]1(B(O)O)[CH:26]=[CH:25][CH:24]=[CH:23][CH:22]=1.C([O-])([O-])=O.[K+].[K+]>CN(C=O)C.O.C1C=CC(C#N)=CC=1.C1C=CC(C#N)=CC=1.Cl[Pd]Cl>[CH3:20][O:19][CH2:18][O:17][C:14]1[CH:15]=[CH:16][C:11](/[C:2](=[C:3](\[C:21]2[CH:26]=[CH:25][CH:24]=[CH:23][CH:22]=2)/[CH2:4][CH3:5])/[C:1]([O:7][CH2:8][CH3:9])=[O:6])=[CH:12][CH:13]=1 |f:3.4.5,8.9.10|. Procedure: To a mixture of Ethyl 2-pentynoate (5.5 g, 43.6 mmol), 1-iodo-4-(methoxymethoxy)benzene (23.0 g, 87.1 mmol), Phenylboronic acid (10.6 g, 86.9 mmol) in DMF (132 ml) was added a solution of K2CO3 (12.1 g, 87.5 mmol) in H2O (33 ml) under ice cooling, then the mixture was stirred at room temperature for 10 min. PdCl2(PhCN)2 (167 mg, 0.435 mmol) was added under Ar atmosphere, and the mixture was stirred at room temperature for 24 h. The reaction was quenched with H2O under ice cooling, and the whole ... Starting materials: CC(=O)O, Cl, [K+], O, CC1(C)SC2C(NC(=O)Cc3ccccc3)C(=O)N2C1C(=O)[O-]. Product: CC1(C)C(C(=O)O)N2C(=O)C(NC(=O)Cc3ccccc3)C2S1=O. Reaction SMILES: [CH3:1][C:2]([OH:3])=[O:4].[ClH:29].[K+:28].[OH2:30].[c:5]1([CH2:11][C:12](=[O:13])[NH:14][CH:15]2[CH:16]3[N:17]([CH:18]([C:23](=[O:24])[O-:25])[C:19]([CH3:21])([CH3:22])[S:20]3)[C:26]2=[O:27])[cH:6][cH:7][cH:8][cH:9][cH:10]1>>[O:3]=[S:20]1[CH:16]2[CH:15]([NH:14][C:12]([CH2:11][c:5]3[cH:6][cH:7][cH:8][cH:9][cH:10]3)=[O:13])[C:26](=[O:27])[N:17]2[CH:18]([C:23](=[O:24])[OH:25])[C:19]1([CH3:21])[CH3:22]. Starting materials: BrC(Br)(Br)Br, ClCCl, c1ccc(P(c2ccccc2)c2ccccc2)cc1, OCCC1CCC(Nc2ncccn2)CC1. The product is BrCCC1CCC(Nc2ncccn2)CC1. RXN SMILES: [C:36]([Br:37])([Br:38])([Br:39])[Br:40].[CH2:41]([Cl:42])[Cl:43].[c:17]1([P:18]([c:19]2[cH:20][cH:21][cH:22][cH:23][cH:24]2)[c:25]2[cH:26][cH:27][cH:28][cH:29][cH:30]2)[cH:31][cH:32][cH:33][cH:34][cH:35]1.[n:1]1[c:2]([NH:7][CH:8]2[CH2:9][CH2:10][CH:11]([CH2:14][CH2:15][OH:16])[CH2:12][CH2:13]2)[n:3][cH:4][cH:5][cH:6]1>>[n:1]1[c:2]([NH:7][CH:8]2[CH2:9][CH2:10][CH:11]([CH2:14][CH2:15][Br:37])[CH2:12][CH2:13]2)[n:3][cH:4][cH:5][cH:6]1. Starting materials: ClCCCl, CN1CCOCC1, O=CN(CC(CC1CCCC1)C(=O)O)OC1CCCCO1, CN(C)C1CN(c2nc(Cl)nc(NN)c2F)CC12CC2, CN(C)C=O, On1nnc2cccnc21. Product: CN(C)C1CN(c2nc(Cl)nc(NNC(=O)C(CC3CCCC3)CN(C=O)OC3CCCCO3)c2F)CC12CC2. As a reaction SMILES: [CH2:59]([Cl:60])[CH2:61][Cl:62].[CH3:42][N:43]1[CH2:44][CH2:45][O:46][CH2:47][CH2:48]1.[CH:21]1([CH2:26][CH:27]([C:28](=[O:29])[OH:30])[CH2:31][N:32]([O:33][CH:34]2[O:35][CH2:36][CH2:37][CH2:38][CH2:39]2)[CH:40]=[O:41])[CH2:22][CH2:23][CH2:24][CH2:25]1.[Cl:1][c:2]1[n:3][c:4]([NH:19][NH2:20])[c:5]([F:18])[c:6]([N:8]2[CH2:9][C:10]3([CH2:11][CH2:12]3)[CH:13]([N:15]([CH3:16])[CH3:17])[CH2:14]2)[n:7]1.[O:63]=[CH:64][N:65]([CH3:66])[CH3:67].[OH:49][n:50]1[c:51]2[n:52][cH:53][cH:54][cH:55][c:56]2[n:57][n:58]1>>[Cl:1][c:2]1[n:3][c:4]([NH:19][NH:20][C:28]([CH:27]([CH2:26][CH:21]2[CH2:22][CH2:23][CH2:24][CH2:25]2)[CH2:31][N:32]([O:33][CH:34]2[O:35][CH2:36][CH2:37][CH2:38][CH2:39]2)[CH:40]=[O:41])=[O:29])[c:5]([F:18])[c:6]([N:8]2[CH2:9][C:10]3([CH2:11][CH2:12]3)[CH:13]([N:15]([CH3:16])[CH3:17])[CH2:14]2)[n:7]1.